Dataset: the Open Reaction Database (ORD), a public repository of structured organic reaction records. Task: describe an organic reaction: reactants, conditions, products, and yield Reactants: CO, CO, O, CSc1nc2ccccn2c(=N)c1S(=O)(=O)c1ccccc1. Yields the product COc1nc2ccccn2c(=N)c1S(=O)(=O)c1ccccc1. Reaction SMILES: [CH3:23][OH:24].[CH3:26][OH:27].[OH2:25].[c:1]1([S:7](=[O:8])(=[O:9])[c:10]2[c:11]([S:21][CH3:22])[n:12][c:13]3[n:14]([c:15]2=[NH:16])[cH:17][cH:18][cH:19][cH:20]3)[cH:2][cH:3][cH:4][cH:5][cH:6]1>>[c:1]1([S:7](=[O:8])(=[O:9])[c:10]2[c:11]([O:24][CH3:23])[n:12][c:13]3[n:14]([c:15]2=[NH:16])[cH:17][cH:18][cH:19][cH:20]3)[cH:2][cH:3][cH:4][cH:5][cH:6]1. The yield is 68.0%. Starting materials: O (Water), N1CCC[C@@H]2CCCC[C@H]12 (cis-decahydroquinoline), ClC1=C(C#N)C=CC(=C1)F (2-chloro-4-fluorobenzonitrile), C([O-])([O-])=O.[Li+].[Li+] (lithium carbonate). Run in CS(=O)C (dimethyl sulfoxide). Product: ClC1=C(C#N)C=CC(=C1)N1CCCC2CCCCC12 (2-chloro-4-(octahydroquinolin-1(2H)-yl)benzonitrile). Reported procedure: A solution (2 mL) of cis-decahydroquinoline (447 mg), 2-chloro-4-fluorobenzonitrile (500 mg) and lithium carbonate (237 mg) in dimethyl sulfoxide was reacted at 140° C. for 10 min in a microwave reaction apparatus. Water was added to the reaction mixture, and the mixture was extracted with ethyl acetate. The extract was washed with saturated brine, dried over anhydrous sodium sulfate and concentrated under reduced pressure. The residue was purified by silica gel column chromatography (developing... RXN SMILES: [NH:1]1[C@@H:10]2[C@@H:5]([CH2:6][CH2:7][CH2:8][CH2:9]2)[CH2:4][CH2:3][CH2:2]1.[Cl:11][C:12]1[CH:19]=[C:18](F)[CH:17]=[CH:16][C:13]=1[C:14]#[N:15].C(=O)([O-])[O-].[Li+].[Li+].O>CS(C)=O>[Cl:11][C:12]1[CH:19]=[C:18]([N:1]2[CH:10]3[CH:5]([CH2:6][CH2:7][CH2:8][CH2:9]3)[CH2:4][CH2:3][CH2:2]2)[CH:17]=[CH:16][C:13]=1[C:14]#[N:15] |f:2.3.4|. The reactants are FC(C=1C=C(CNC(=O)C2=CC(=NC=C2)C2=C(C=CC(=C2)OCC(F)(F)F)NC(=O)C=2C=C(CSCCC(=O)O)C=CC2)C=CC1)(F)F (3-(3-((2-(4-((3-(trifluoromethyl)benzyl)carbamoyl)pyridin-2-yl)-4-(2,2,2-trifluoroethoxy)-phenyl)carbamoyl)benzylthio)propanoic acid). Solvent: C(C(C)C)O (isobutanol). Yields the product COC1=CC(=C(C=C1)NC(=O)C=1C=C(CSCCC(=O)O)C=CC1)C1=NC=CC(=C1)C(NCC1=CC(=CC=C1)C(F)(F)F)=O (3-((3-((4-Methoxy-2-(4-((3-(trifluoromethyl)benzyl)carbamoyl)pyridin-2-yl)phenyl)carbamoyl)benzyl)thio)propanoic acid). RXN SMILES: [F:1][C:2]([F:48])([F:47])[C:3]1[CH:4]=[C:5]([CH:44]=[CH:45][CH:46]=1)[CH2:6][NH:7][C:8]([C:10]1[CH:15]=[CH:14][N:13]=[C:12]([C:16]2[CH:21]=[C:20]([O:22][CH2:23]C(F)(F)F)[CH:19]=[CH:18][C:17]=2[NH:28][C:29]([C:31]2[CH:32]=[C:33]([CH:41]=[CH:42][CH:43]=2)[CH2:34][S:35][CH2:36][CH2:37][C:38]([OH:40])=[O:39])=[O:30])[CH:11]=1)=[O:9]>C(O)C(C)C>[CH3:23][O:22][C:20]1[CH:19]=[CH:18][C:17]([NH:28][C:29]([C:31]2[CH:32]=[C:33]([CH:41]=[CH:42][CH:43]=2)[CH2:34][S:35][CH2:36][CH2:37][C:38]([OH:40])=[O:39])=[O:30])=[C:16]([C:12]2[CH:11]=[C:10]([C:8](=[O:9])[NH:7][CH2:6][C:5]3[CH:44]=[CH:45][CH:46]=[C:3]([C:2]([F:48])([F:47])[F:1])[CH:4]=3)[CH:15]=[CH:14][N:13]=2)[CH:21]=1. Procedure details: This compound was prepared according to the procedure described for the synthesis of 3-(3-((2-(4-((3-(trifluoromethyl)benzyl)carbamoyl)pyridin-2-yl)-4-(2,2,2-trifluoroethoxy)-phenyl)carbamoyl)benzylthio)propanoic acid 32, using isobutanol in place of trifluoroethanol. 1H-NMR (300 MHz, DMSO-d6, ppm): δ 12.44 (s, 1H), 9.56 (m, 1H), 8.97 (m, 1H), 8.36 (m, 2H), 7.87-7.52 (m, 10H), 7.16 (m, 1H), 4.63 (d, 2H), 3.87 (m, 4H), 2.59 (m, 2H), 2.06 (m, 2H), 1.03 (m, 6H). MS (ES, m/z): 666 [M+H]+. Starting materials: C(=O)N1CCCCC1 (1-formylpiperidine), BrC1=C(C=CC(=C1)Cl)C (2-bromo-4-chlorotoluene), solution, [Li]CCCC (n-BuLi). Solvent: C1CCOC1 (THF), C1CCOC1 (THF). Run at time 1 hour. Yields the product ClC=1C=CC(=C(C=O)C1)C (5-chloro-2-methylbenzaldehyde). Reaction SMILES: Br[C:2]1[CH:7]=[C:6]([Cl:8])[CH:5]=[CH:4][C:3]=1[CH3:9].[Li]CCCC.[CH:15](N1CCCCC1)=[O:16]>C1COCC1>[Cl:8][C:6]1[CH:5]=[CH:4][C:3]([CH3:9])=[C:2]([CH:7]=1)[CH:15]=[O:16]. Procedure details: To a solution of 2-bromo-4-chlorotoluene (20.0 g; 97.3 mmol) in 300 mL of THF at −78° C. was added dropwise a 2.5 M solution of n-BuLi (102.2 mmol). After 30 min of stirring at that temperature, 1-formylpiperidine (11.4 mL) in 10 mL of THF was added and the solution left for 1 h. It was brought to 0° C. , quenched with NH4OAc (25%) and diluted with EtOAc. The organic phase was dried over Na2SO4, filtered and the solvent removed to yield 13.3 g of the title compound. Reactants: CI (methyl iodide), C(\C=C\CCC)OC=1C(=NSN1)C=1C=NC=CC1 (trans-3-(4-(2-hexenyloxy)-1,2,5-thiadiazol-3-yl) pyridine). The solvent is CC(=O)C (acetone). Conditions: time 18 hour. Yields the product [I-].C(\C=C\CCC)OC=1C(=NSN1)C=1C=[N+](C=CC1)C (trans-3-(4-(2-hexenyloxy)-1,2,5-thiadiazol-3-yl)-1-methylpyridinium iodide). RXN SMILES: [CH3:1][I:2].[CH2:3]([O:9][C:10]1[C:11]([C:15]2[CH:16]=[N:17][CH:18]=[CH:19][CH:20]=2)=[N:12][S:13][N:14]=1)/[CH:4]=[CH:5]/[CH2:6][CH2:7][CH3:8]>CC(C)=O>[I-:2].[CH2:3]([O:9][C:10]1[C:11]([C:15]2[CH:16]=[N+:17]([CH3:1])[CH:18]=[CH:19][CH:20]=2)=[N:12][S:13][N:14]=1)/[CH:4]=[CH:5]/[CH2:6][CH2:7][CH3:8] |f:3.4|. Reported procedure: A mixture of methyl iodide (0.5 ml, 7.5 mmol) and trans-3-(4-(2-hexenyloxy)-1,2,5-thiadiazol-3-yl) pyridine (3 mmol) in acetone (5 ml) was stirred at room temperature for 18 h. The title compound precipitated from the solution and was collected by filtration to yield 1.09 g (90%).